This data is from the Open Reaction Database (ORD), a public repository of structured organic reaction records. The task is: describe an organic reaction: reactants, conditions, products, and yield The reactants are COC=1C=C2C(=NC=NC2=CC1OC)N1CCC(CC1)N1C(NC2=CC=C(C=C2C1=O)[N+](=O)[O-])=O (3-[1-(6,7-dimethoxy-4-quinazolinyl)-4-piperidinyl]-1,2,3,4-tetrahydro-6-nitro-2,4-dioxoquinazoline), C(C=C)Br (allyl bromide). Product: COC=1C=C2C(=NC=NC2=CC1OC)N1CCC(CC1)N1C(N(C2=CC=C(C=C2C1=O)[N+](=O)[O-])CC=C)=O (3-[1-(6,7-Dimethoxy-4-quinazolinyl)-4-piperidinyl]-1,2,3,4-tetrahydro-6-nitro-2,4-dioxo-1-(2-propenyl)-quinazoline). Isolated yield 53.0%. RXN SMILES: [CH3:1][O:2][C:3]1[CH:4]=[C:5]2[C:10](=[CH:11][C:12]=1[O:13][CH3:14])[N:9]=[CH:8][N:7]=[C:6]2[N:15]1[CH2:20][CH2:19][CH:18]([N:21]2[C:30](=[O:31])[C:29]3[C:24](=[CH:25][CH:26]=[C:27]([N+:32]([O-:34])=[O:33])[CH:28]=3)[NH:23][C:22]2=[O:35])[CH2:17][CH2:16]1.[CH2:36](Br)[CH:37]=[CH2:38]>>[CH3:1][O:2][C:3]1[CH:4]=[C:5]2[C:10](=[CH:11][C:12]=1[O:13][CH3:14])[N:9]=[CH:8][N:7]=[C:6]2[N:15]1[CH2:20][CH2:19][CH:18]([N:21]2[C:30](=[O:31])[C:29]3[C:24](=[CH:25][CH:26]=[C:27]([N+:32]([O-:34])=[O:33])[CH:28]=3)[N:23]([CH2:38][CH:37]=[CH2:36])[C:22]2=[O:35])[CH2:17][CH2:16]1. Reported procedure: The procedure similar to that described in Example 1 was repeated, except that 334.6 mg (0.7 mmol) of Compound 24 was used and allyl bromide was used in place of methyl iodide. As a result, 192.8 mg (yield: 53%) of Compound 5 was obtained as pale yellow crystals. The reactants are OCC=1C=NC2=CC(=CC=C2C1)NC(OCC1=CC=CC=C1)=O (benzyl 3-(hydroxymethyl)quinolin-7-ylcarbamate). The reagents and catalysts are [Pd] (Pd—C). Run in CO (MeOH). Run at time 1 hour. Yields the product NC1=CC=C2C=C(C=NC2=C1)CO ((7-Aminoquinolin-3-yl)methanol). As a reaction SMILES: [OH:1][CH2:2][C:3]1[CH:4]=[N:5][C:6]2[C:11]([CH:12]=1)=[CH:10][CH:9]=[C:8]([NH:13]C(=O)OCC1C=CC=CC=1)[CH:7]=2>[Pd].CO>[NH2:13][C:8]1[CH:7]=[C:6]2[C:11]([CH:12]=[C:3]([CH2:2][OH:1])[CH:4]=[N:5]2)=[CH:10][CH:9]=1. Reported procedure: A mixture of benzyl 3-(hydroxymethyl)quinolin-7-ylcarbamate (480 mg, 0.0016 mol), 10% Pd—C (50 mg), and MeOH (50 mL) was stirred under H2 (1 atm) for 1 h. The catalyst was filtered-off and the filtrate was concentrated to give the product as a yellow solid. LC-MS: 0.34 min, 175.1 (M+1). Reactants: FC1=C(C=C(C(=C1)C(F)(F)F)F)C1=CC(=C(S1)CO[Si](C(C)C)(C(C)C)C(C)C)C (({5-[2,5-difluoro-4-(trifluoromethyl)phenyl]-3-methylthien-2-yl}methoxy)(triisopropyl)silane), CC1=C(SC(=C1)C1=CC=C(C=C1)OC(F)(F)F)CO ({3-methyl-5-[4-(trifluoromethoxy)phenyl]thien-2-yl}methanol), CC1=C(SC(=C1)C1=CC=C(C=C1)OC(F)(F)F)CO ({3-methyl-5-[4-(trifluoromethoxy)phenyl]thien-2-yl}methanol), FC1=C(C=C(C(=C1)C(F)(F)F)F)C1=CC(=C(S1)CO[Si](C(C)C)(C(C)C)C(C)C)C (({5-[2,5-difluoro-4-(trifluoromethyl)phenyl]-3-methylthien-2-yl}methoxy)(triisopropyl)silane). The product is FC1=C(C=CC(=C1F)C(F)(F)F)C1=CC(=C(S1)CO)C ({5-[2,3-difluoro-4-(trifluoromethyl)phenyl]-3-methylthien-2-yl}methanol). RXN SMILES: CC1C=C(C2C=CC(OC(F)(F)[F:15])=CC=2)SC=1CO.F[C:21]1[CH:26]=[C:25]([C:27]([F:30])([F:29])[F:28])[C:24]([F:31])=[CH:23][C:22]=1[C:32]1[S:36][C:35]([CH2:37][O:38][Si](C(C)C)(C(C)C)C(C)C)=[C:34]([CH3:49])[CH:33]=1>>[F:15][C:23]1[C:24]([F:31])=[C:25]([C:27]([F:30])([F:29])[F:28])[CH:26]=[CH:21][C:22]=1[C:32]1[S:36][C:35]([CH2:37][OH:38])=[C:34]([CH3:49])[CH:33]=1. Procedure details: The title compound was prepared using a method analogous to that used for the preparation of {3-methyl-5-[4-(trifluoromethoxy)phenyl]thien-2-yl}methanol (intermediate 118) using ({5-[2,5-difluoro-4-(trifluoromethyl)phenyl]-3-methylthien-2-yl}methoxy)(triisopropyl)silane (intermediate 121). The reactants are CCCCn1c(-c2ccccc2C)nc(Cl)c1CN(CCC(C)C)Cc1ccc2[nH]ccc2c1, CC#N, O=C=NS(=O)(=O)Cl, [NH4+], CN(C)C=O, [OH-], O. Yields the product CCCCn1c(-c2ccccc2C)nc(Cl)c1CN(CCC(C)C)Cc1ccc2[nH]cc(C#N)c2c1. RXN SMILES: [CH2:1]([CH2:2][CH2:3][CH3:4])[n:5]1[c:6](-[c:28]2[c:29]([CH3:34])[cH:30][cH:31][cH:32][cH:33]2)[n:7][c:8]([Cl:27])[c:9]1[CH2:10][N:11]([CH2:12][CH2:13][CH:14]([CH3:15])[CH3:16])[CH2:17][c:18]1[cH:19][c:20]2[cH:21][cH:22][nH:23][c:24]2[cH:25][cH:26]1.[CH3:49][C:50]#[N:51].[Cl:35][S:36](=[O:38])([N:39]=[C:40]=[O:37])=[O:41].[NH4+:47].[O:42]=[CH:43][N:44]([CH3:45])[CH3:46].[OH-:48].[OH2:52]>>[CH2:1]([CH2:2][CH2:3][CH3:4])[n:5]1[c:6](-[c:28]2[c:29]([CH3:34])[cH:30][cH:31][cH:32][cH:33]2)[n:7][c:8]([Cl:27])[c:9]1[CH2:10][N:11]([CH2:12][CH2:13][CH:14]([CH3:15])[CH3:16])[CH2:17][c:18]1[cH:19][c:20]2[c:21]([C:40]#[N:39])[cH:22][nH:23][c:24]2[cH:25][cH:26]1. Starting materials: CCCCCC, CCOC(C)=O, ClCCl, [Na+], [OH-], NCCCNC(c1ccccc1)(c1ccccc1)c1ccccc1, Cc1cc(C)c(S(=O)(=O)Cl)c(C)c1. The product is Cc1cc(C)c(S(=O)(=O)NCCCNC(c2ccccc2)(c2ccccc2)c2ccccc2)c(C)c1. As a reaction SMILES: [CH3:38][CH2:39][CH2:40][CH2:41][CH2:42][CH3:43].[CH3:44][CH2:45][O:46][C:47]([CH3:48])=[O:49].[Cl:50][CH2:51][Cl:52].[Na+:54].[OH-:53].[c:14]1([C:20]([NH:21][CH2:22][CH2:23][CH2:24][NH2:25])([c:26]2[cH:27][cH:28][cH:29][cH:30][cH:31]2)[c:32]2[cH:33][cH:34][cH:35][cH:36][cH:37]2)[cH:15][cH:16][cH:17][cH:18][cH:19]1.[c:1]1([CH3:13])[c:2]([S:9](=[O:10])(=[O:11])[Cl:12])[c:3]([CH3:8])[cH:4][c:5]([CH3:7])[cH:6]1>>[c:1]1([CH3:13])[c:2]([S:9](=[O:10])(=[O:11])[NH:25][CH2:24][CH2:23][CH2:22][NH:21][C:20]([c:14]2[cH:15][cH:16][cH:17][cH:18][cH:19]2)([c:26]2[cH:27][cH:28][cH:29][cH:30][cH:31]2)[c:32]2[cH:33][cH:34][cH:35][cH:36][cH:37]2)[c:3]([CH3:8])[cH:4][c:5]([CH3:7])[cH:6]1. The reactants are CCCCCN(C(=O)NC)c1ccc2nc(CCCC)n(Cc3ccc(-c4ccccc4-c4nnnn4C(c4ccccc4)(c4ccccc4)c4ccccc4)cc3)c2c1, CCO, Cl. Yields the product CCCCCN(C(=O)NC)c1ccc2nc(CCCC)n(Cc3ccc(-c4ccccc4-c4nnn[nH]4)cc3)c2c1. RXN SMILES: [CH2:1]([CH2:2][CH2:3][CH3:4])[c:5]1[n:6][c:7]2[c:8]([n:9]1[CH2:10][c:11]1[cH:12][cH:13][c:14](-[c:17]3[c:18](-[c:23]4[n:24][n:25][n:26][n:27]4[C:28]([c:29]4[cH:30][cH:31][cH:32][cH:33][cH:34]4)([c:35]4[cH:36][cH:37][cH:38][cH:39][cH:40]4)[c:41]4[cH:42][cH:43][cH:44][cH:45][cH:46]4)[cH:19][cH:20][cH:21][cH:22]3)[cH:15][cH:16]1)[cH:47][c:48]([N:51]([C:52](=[O:53])[NH:54][CH3:55])[CH2:56][CH2:57][CH2:58][CH2:59][CH3:60])[cH:49][cH:50]2.[CH3:62][CH2:63][OH:64].[ClH:61]>>[CH2:1]([CH2:2][CH2:3][CH3:4])[c:5]1[n:6][c:7]2[c:8]([n:9]1[CH2:10][c:11]1[cH:12][cH:13][c:14](-[c:17]3[c:18](-[c:23]4[n:24][n:25][n:26][nH:27]4)[cH:19][cH:20][cH:21][cH:22]3)[cH:15][cH:16]1)[cH:47][c:48]([N:51]([C:52](=[O:53])[NH:54][CH3:55])[CH2:56][CH2:57][CH2:58][CH2:59][CH3:60])[cH:49][cH:50]2. Starting materials: 11.3, FC1=CC=C(C=C1)CN1C(=NC2=C1C=CC=C2)NC2CCN(CC2)C2CN(CCC2)CC2=CC=CC=C2 (1-[(4-fluorophenyl)methyl]-N-[1'-(phenylmethyl)-[1,3'-bipiperidin]-4-yl]-1H-benzimidazol-2-amine), [H][H] (hydrogen). Reagents/catalysts: [Pd] (palladium-on-charcoal). Run in CO (methanol). The product is N1(CCC(CC1)NC1=NC2=C(N1CC1=CC=C(C=C1)F)C=CC=C2)C2CNCCC2 (N-([1,3'-bipiperidin]-4-yl)-1-[(4-fluorophenyl)methyl]-1H-benzimidazol-2-amine). Yield: 91.5%. Reaction SMILES: [F:1][C:2]1[CH:7]=[CH:6][C:5]([CH2:8][N:9]2[C:13]3[CH:14]=[CH:15][CH:16]=[CH:17][C:12]=3[N:11]=[C:10]2[NH:18][CH:19]2[CH2:24][CH2:23][N:22]([CH:25]3[CH2:30][CH2:29][CH2:28][N:27](CC4C=CC=CC=4)[CH2:26]3)[CH2:21][CH2:20]2)=[CH:4][CH:3]=1.[H][H]>[Pd].CO>[N:22]1([CH:25]2[CH2:30][CH2:29][CH2:28][NH:27][CH2:26]2)[CH2:21][CH2:20][CH:19]([NH:18][C:10]2[N:9]([CH2:8][C:5]3[CH:4]=[CH:3][C:2]([F:1])=[CH:7][CH:6]=3)[C:13]3[CH:14]=[CH:15][CH:16]=[CH:17][C:12]=3[N:11]=2)[CH2:24][CH2:23]1. Reported procedure: A mixture of 11.3 parts of 1-[(4-fluorophenyl)methyl]-N-[1'-(phenylmethyl)-[1,3'-bipiperidin]-4-yl]-1H-benzimidazol-2-amine and 200 parts of methanol was hydrogenated at normal pressure and at room temperature with 2 parts of palladium-on-charcoal catalyst 10%. After the calculated amount of hydrogen was taken up, the catalyst was filtered off and the filtrate was evaporated. The residue was suspended in 2,2'-oxybispropane. The product was filtered off and dried, yielding 8.5 parts (91.5%) of N-... The reactants are COc1ccc(N2CCc3c2c2cccc(C)c2[nH]c3=O)c(C)c1, O, O=P(Cl)(Cl)Cl. Yields the product COc1ccc(N2CCc3c(Cl)nc4c(C)cccc4c32)c(C)c1. Reaction SMILES: [CH3:1][O:2][c:3]1[cH:4][c:5]([CH3:24])[c:6]([N:9]2[CH2:10][CH2:11][c:12]3[c:13](=[O:23])[nH:14][c:15]4[c:16]([CH3:22])[cH:17][cH:18][cH:19][c:20]4[c:21]32)[cH:7][cH:8]1.[OH2:25].[P:26]([Cl:27])([Cl:28])([Cl:29])=[O:30]>>[CH3:1][O:2][c:3]1[cH:4][c:5]([CH3:24])[c:6]([N:9]2[CH2:10][CH2:11][c:12]3[c:13]([Cl:28])[n:14][c:15]4[c:16]([CH3:22])[cH:17][cH:18][cH:19][c:20]4[c:21]32)[cH:7][cH:8]1.